The task is: describe an organic reaction: reactants, conditions, products, and yield. This data is from the Open Reaction Database (ORD), a public repository of structured organic reaction records. Starting materials: Oc1cc(Br)cc(Br)c1, O=C([O-])[O-], CCC(C)=O, ClCCl, [K+], [K+], CCOS(=O)(=O)OCC. Yields the product CCOc1cc(Br)cc(Br)c1. Reaction SMILES: [Br:1][c:2]1[cH:3][c:4]([OH:9])[cH:5][c:6]([Br:8])[cH:7]1.[C:10](=[O:11])([O-:12])[O-:13].[CH3:25][C:26](=[O:27])[CH2:28][CH3:29].[Cl:30][CH2:31][Cl:32].[K+:14].[K+:15].[S:16]([O:17][CH2:18][CH3:19])([O:22][CH2:20][CH3:21])(=[O:23])=[O:24]>>[Br:1][c:2]1[cH:3][c:4]([O:9][CH2:20][CH3:21])[cH:5][c:6]([Br:8])[cH:7]1.